From a dataset of the Open Reaction Database (ORD), a public repository of structured organic reaction records. describe an organic reaction: reactants, conditions, products, and yield Reactants: solution, S(O)(O)(=O)=O (sulphuric acid), O[C@@H]1CC[C@@H]2CC[C@H]3[C@@H]4CCC([C@@]4(C)CC[C@@H]3[C@]2(C1)C)=O (2β-hydroxy-5α-androstan-17-one). Solvent: C(C)(=O)OC(=C)C (isopropenyl acetate), C(C)(=O)OC(=C)C (isopropenyl acetate). Yields the product C(C)(=O)O[C@@H]1CC[C@@H]2CC[C@H]3[C@@H]4CC=C([C@@]4(C)CC[C@@H]3[C@]2(C1)C)OC(C)=O (5α-androst-16-ene-2β,17-diol diacetate). The yield is 137.2%. Reaction SMILES: S(=O)(=O)(O)O.[OH:6][C@H:7]1[CH2:24][C@@:23]2([CH3:25])[C@@H:10]([CH2:11][CH2:12][C@@H:13]3[C@@H:22]2[CH2:21][CH2:20][C@@:18]2([CH3:19])[C@H:14]3[CH2:15][CH2:16][C:17]2=[O:26])[CH2:9][CH2:8]1>C(OC(C)=C)(=O)C>[C:7]([O:6][C@H:7]1[CH2:24][C@@:23]2([CH3:25])[C@@H:10]([CH2:11][CH2:12][C@@H:13]3[C@@H:22]2[CH2:21][CH2:20][C@@:18]2([CH3:19])[C@H:14]3[CH2:15][CH:16]=[C:17]2[O:26][C:17](=[O:26])[CH3:16])[CH2:9][CH2:8]1)(=[O:6])[CH3:8]. Procedure: A portion (17.23 ml) of a solution of concentrated sulphuric acid (0.4 ml) in isopropenyl acetate (20 ml) was added dropwise to a solution of 2β-hydroxy-5α-androstan-17-one (27.57 g) in isopropenyl acetate (140 ml). The solvent was removed slowly by distillation through a Vigreux column at such a rate that the solution was concentrated to approx. 60 ml after 6 h. The reaction mixture was cooled in an ice-bath to give a crystalline product, which was filtered off and washed with hexane (300 ml). ... Reactants: C1(CC1)C1=C(COC2=C(C=C(C=C2)C=2C(=C(N(N2)C)C(=O)Cl)C)C)C(=CC=C1)N1N=NN(C1=O)C (5-{4-[2-Cyclopropyl-6-(4-methyl-5-oxo-4,5-dihydro-tetrazol-1-yl)-benzyloxy]-3-methyl-phenyl}-2,4-dimethyl-2H-pyrazole-3-carbonyl chloride), N (Ammonia). Yields the product C1(CC1)C=1C(=C(C=CC1)N1N=NN(C1=O)C)COC1=C(C=C(C=C1)C1=NN(C(=C1C)C(=O)N)C)C (1-{3-cyclopropyl-2-[2-methyl-4-(5-aminocarbonyl-1,4-dimethyl-1H-pyrazol-3-yl)-phenoxymethyl]-phenyl}-4-methyl-1,4-dihydrotetrazole-5-one). As a reaction SMILES: [CH:1]1([C:4]2[CH:28]=[CH:27][CH:26]=[C:25]([N:29]3[C:33](=[O:34])[N:32]([CH3:35])[N:31]=[N:30]3)[C:5]=2[CH2:6][O:7][C:8]2[CH:13]=[CH:12][C:11]([C:14]3[C:15]([CH3:23])=[C:16]([C:20](Cl)=[O:21])[N:17]([CH3:19])[N:18]=3)=[CH:10][C:9]=2[CH3:24])[CH2:3][CH2:2]1.[NH3:36]>>[CH:1]1([C:4]2[C:5]([CH2:6][O:7][C:8]3[CH:13]=[CH:12][C:11]([C:14]4[C:15]([CH3:23])=[C:16]([C:20]([NH2:36])=[O:21])[N:17]([CH3:19])[N:18]=4)=[CH:10][C:9]=3[CH3:24])=[C:25]([N:29]3[C:33](=[O:34])[N:32]([CH3:35])[N:31]=[N:30]3)[CH:26]=[CH:27][CH:28]=2)[CH2:3][CH2:2]1. Procedure: At room temperature, to 28%-Ammonia solution 50 ml was added 5-{4-[2-Cyclopropyl-6-(4-methyl-5-oxo-4,5-dihydro-tetrazol-1-yl)-benzyloxy]-3-methyl-phenyl}-2,4-dimethyl-2H-pyrazole-3-carbonyl chloride (described in Reference Preparation example 117) 1.3 g. The mixture was stirred for twelve hours and concentrated under reduced pressure and added 10%-hydrochloric acid solution 10 ml. The precipitates were filtrated and were washed with water and were dried under reduced pressure to give 1-{3-cyclop... Starting materials: [H-].[Na+] (Sodium hydride), BrCC1(OC2=C(C1)C(=C(C(=C2C)C)NC=O)C)C (2-bromomethyl-5-formylamino-2,4,6,7-tetramethyl-2,3-dihydrobenzofuran), C1(=CC=CC=C1)S (thiophenol). Solvent: CN(C=O)C (dimethylformamide). Run at temperature 80 celsius, time 1 hour. The product is C(=O)NC=1C(=C(C2=C(CC(O2)(CSC2=CC=CC=C2)C)C1C)C)C (5-Formylamino-2,4,6,7-tetramethyl-2-phenylthiomethyl-2,3-dihydrobenzofuran). Yield: 83.3%. RXN SMILES: [H-].[Na+].Br[CH2:4][C:5]1([CH3:20])[CH2:9][C:8]2[C:10]([CH3:19])=[C:11]([NH:16][CH:17]=[O:18])[C:12]([CH3:15])=[C:13]([CH3:14])[C:7]=2[O:6]1.[C:21]1([SH:27])[CH:26]=[CH:25][CH:24]=[CH:23][CH:22]=1>CN(C)C=O>[CH:17]([NH:16][C:11]1[C:12]([CH3:15])=[C:13]([CH3:14])[C:7]2[O:6][C:5]([CH3:20])([CH2:4][S:27][C:21]3[CH:26]=[CH:25][CH:24]=[CH:23][CH:22]=3)[CH2:9][C:8]=2[C:10]=1[CH3:19])=[O:18] |f:0.1|. Procedure: Sodium hydride (60% purity, 1.0 g, 21.1 mmol) was added to a solution of 2-bromomethyl-5-formylamino-2,4,6,7-tetramethyl-2,3-dihydrobenzofuran (6.0 g, 19.2 mmol) and thiophenol in dimethylformamide (50 ml) and the mixture was stirred at 80° C. for 1 hour under an argon atmosphere. After the reaction mixture was cooled, the product was extracted with ethyl acetate. The extract was washed with water, dried and the solvent was distilled off. The residue was purified by column chromatography on sili... Reactants: C1(=CC=CC=C1)SC1=CC=C(C(=O)O)C=C1 (4-(phenylthio)benzoic acid), O (water), [Br-].[Br-].[Br-].C1(=CC=CC=C1)[N+](C)(C)C.C1(=CC=CC=C1)[N+](C)(C)C.C1(=CC=CC=C1)[N+](C)(C)C (N-phenyl-N,N,N-trimethylammonium tribromide). The solvent is N1=CC=CC=C1 (pyridine). Run at temperature 20 celsius, time 12 hour. The product is C1(=CC=CC=C1)S(=O)C1=CC=C(C(=O)O)C=C1 (4-(phenylsulfinyl)benzoic acid). RXN SMILES: [C:1]1([S:7][C:8]2[CH:16]=[CH:15][C:11]([C:12]([OH:14])=[O:13])=[CH:10][CH:9]=2)[CH:6]=[CH:5][CH:4]=[CH:3][CH:2]=1.[Br-].[Br-].[Br-].C1([N+](C)(C)C)C=CC=CC=1.C1([N+](C)(C)C)C=CC=CC=1.C1([N+](C)(C)C)C=CC=CC=1.[OH2:50]>N1C=CC=CC=1>[C:1]1([S:7]([C:8]2[CH:16]=[CH:15][C:11]([C:12]([OH:14])=[O:13])=[CH:10][CH:9]=2)=[O:50])[CH:2]=[CH:3][CH:4]=[CH:5][CH:6]=1 |f:1.2.3.4.5.6|. Reported procedure: To a suspension of 4-(phenylthio)benzoic acid (800 mg, 3.5 mmol) in pyridine (5 mL) and water (5 mL) was added N-phenyl-N,N,N-trimethylammonium tribromide (1.4 g, 3.7 mmol). The mixture was stirred at 20° C. for 12 hours. Then the solvent was evaporated in vacuo to give 4-(phenylsulfinyl)benzoic acid which was used directly without further purification. LRMS (M+H)− m/z: calcd 246.04. found 246. The reactants are C([O-])([O-])=O.[K+].[K+] (potassium carbonate), FC(C(CCCI)(F)F)(F)F (1,1,1,2,2-pentafluor-5-iodo-pentane), F[C@@H]1[C@@H]2C=3C=CC(=CC3C[C@H]([C@H]2[C@@H]2CCC([C@@]2(C)C1)=O)CCCCCNC)O (11β-fluoro-3-hydroxy-7α-(5-(methyl-amino)-pentyl)-estra-1,3,5(10)-trien-17-one). Solvent: C(C)C(=O)C (ethylmethylketone). Product: F[C@@H]1[C@@H]2C=3C=CC(=CC3C[C@H]([C@H]2[C@@H]2CCC([C@@]2(C)C1)=O)CCCCCN(CCCC(C(F)(F)F)(F)F)C)O (11β-fluoro-3-hydroxy-7α-{5-[methyl-(4,4,5,5,5-pentafluoro-pentyl)-amino]-pentyl}-estra-1,3,5(10)-trien-17-one). RXN SMILES: [F:1][C@H:2]1[CH2:19][C@@:17]2([CH3:18])[C@@H:13]([CH2:14][CH2:15][C:16]2=[O:20])[C@H:12]2[C@H:3]1[C:4]1[CH:5]=[CH:6][C:7]([OH:28])=[CH:8][C:9]=1[CH2:10][C@H:11]2[CH2:21][CH2:22][CH2:23][CH2:24][CH2:25][NH:26][CH3:27].C(=O)([O-])[O-].[K+].[K+].[F:35][C:36]([F:45])([F:44])[C:37]([F:43])([F:42])[CH2:38][CH2:39][CH2:40]I>C(C(C)=O)C>[F:1][C@H:2]1[CH2:19][C@@:17]2([CH3:18])[C@@H:13]([CH2:14][CH2:15][C:16]2=[O:20])[C@H:12]2[C@H:3]1[C:4]1[CH:5]=[CH:6][C:7]([OH:28])=[CH:8][C:9]=1[CH2:10][C@H:11]2[CH2:21][CH2:22][CH2:23][CH2:24][CH2:25][N:26]([CH3:27])[CH2:40][CH2:39][CH2:38][C:37]([F:43])([F:42])[C:36]([F:45])([F:44])[F:35] |f:1.2.3|. Reported procedure: 500 mg of 11β-fluoro-3-hydroxy-7α-(5-(methyl-amino)-pentyl)-estra-1,3,5(10)-trien-17-one is dissolved in 15 ml of ethylmethylketone, mixed with 1.1 g of potassium carbonate and 1.5 ml of 1,1,1,2,2-pentafluor-5-iodo-pentane and refluxed for 2.5 hours. For working-up, the reaction mixture is cooled to room temperature, stirred into saturated common salt solution, extracted with ethyl acetate, dried on magnesium sulfate and concentrated by evaporation in a vacuum. Preparative column chromatography ... The reactants are C(CC=C)O (3-buten-1-ol), CC1=CC=C(C=C1)S(=O)(=O)[O-].C1=CC=[NH+]C=C1 (PPTS), O1CCCC=C1 (dihydropyran). Solvent: C(Cl)Cl (CH2Cl2), C(Cl)Cl (CH2Cl2). Conditions: time 8 hour. Product: C(CC#C)OC1OCCCC1 (2-But-3-ynyloxy-tetrahydro-pyran). Yield: 86.0%. Reaction SMILES: [CH2:1]([OH:5])[CH2:2][CH:3]=[CH2:4].CC1C=CC(S([O-])(=O)=O)=CC=1.C1C=C[NH+]=CC=1.[O:23]1[CH:28]=[CH:27][CH2:26][CH2:25][CH2:24]1>C(Cl)Cl>[CH2:1]([O:5][CH:24]1[CH2:25][CH2:26][CH2:27][CH2:28][O:23]1)[CH2:2][C:3]#[CH:4] |f:1.2|. Procedure: A solution of 3-butyn-1-ol 1 (1.00 g, 14.3 mmol) and PPTS (0.72 g, 2.9 mmol) in CH2Cl2 (20 mL) was treated dropwise with dihydropyran (1.7 mL, 19 mmol) and the resulting mixture was stirred for overnight. The reaction mixture was diluted with CH2Cl2 (80 mL) and washed with 0.02 N NaOH (50 mL) and brine (100 mL). The organic layer was dried over MgSO4 and concentrated and the residue was purified with 3-5% EtOAc in hexane on silica gel to give 1.90 g of compound 2 (12.3 mmol, 86% yield): 1H NMR (... Starting materials: CC(=O)O, [H][H], C1CCOC1, O, O=[Pt], CCCCC1=CCC(c2ccccc2)(c2ccccc2)CC1. Yields the product CCCCC1CCC(c2ccccc2)(c2ccccc2)CC1. RXN SMILES: [CH3:31][C:32](=[O:33])[OH:34].[H:24][H:25].[O:26]1[CH2:27][CH2:28][CH2:29][CH2:30]1.[OH2:23].[Pt:35]=[O:36].[c:1]1([C:7]2([c:17]3[cH:18][cH:19][cH:20][cH:21][cH:22]3)[CH2:8][CH:9]=[C:10]([CH2:13][CH2:14][CH2:15][CH3:16])[CH2:11][CH2:12]2)[cH:2][cH:3][cH:4][cH:5][cH:6]1>>[c:1]1([C:7]2([c:17]3[cH:18][cH:19][cH:20][cH:21][cH:22]3)[CH2:8][CH2:9][CH:10]([CH2:13][CH2:14][CH2:15][CH3:16])[CH2:11][CH2:12]2)[cH:2][cH:3][cH:4][cH:5][cH:6]1. The reactants are COC1=Cc2ccccc2N(C)c2ccccc21, Cl. Product: CN1c2ccccc2CC(=O)c2ccccc21. Reaction SMILES: [CH3:1][N:2]1[c:3]2[c:4]([cH:15][cH:16][cH:17][cH:18]2)[CH:5]=[C:6]([O:13][CH3:14])[c:7]2[c:8]1[cH:9][cH:10][cH:11][cH:12]2.[ClH:19]>>[CH3:1][N:2]1[c:3]2[c:4]([cH:15][cH:16][cH:17][cH:18]2)[CH2:5][C:6](=[O:13])[c:7]2[c:8]1[cH:9][cH:10][cH:11][cH:12]2. Starting materials: CC(=O)c1ccccc1, COc1cccc(OC)c1C=O, CO, [Na+], [OH-], O. The product is COc1cccc(OC)c1C=CC(=O)c1ccccc1. Reaction SMILES: [CH3:13][C:14](=[O:15])[c:16]1[cH:17][cH:18][cH:19][cH:20][cH:21]1.[CH3:1][O:2][c:3]1[c:4]([CH:5]=[O:6])[c:7]([O:11][CH3:12])[cH:8][cH:9][cH:10]1.[CH3:24][OH:25].[Na+:23].[OH-:22].[OH2:26]>>[CH3:1][O:2][c:3]1[c:4]([CH:5]=[CH:13][C:14](=[O:15])[c:16]2[cH:17][cH:18][cH:19][cH:20][cH:21]2)[c:7]([O:11][CH3:12])[cH:8][cH:9][cH:10]1.